This data is from the Open Reaction Database (ORD), a public repository of structured organic reaction records. The task is: describe an organic reaction: reactants, conditions, products, and yield Reactants: C(N)(=N)N1CCC(CC1)CC(=O)O (1-amidino-4-piperidineacetic acid), Cl (hydrochloric acid), C (charcoal). The product is Cl.C(N)(=N)N1CCC(CC1)CC(=O)O (1-amidino-4-piperidineacetic acid hydrochloride). The yield is 92.0%. RXN SMILES: [C:1]([N:4]1[CH2:9][CH2:8][CH:7]([CH2:10][C:11]([OH:13])=[O:12])[CH2:6][CH2:5]1)(=[NH:3])[NH2:2].C.[ClH:15]>>[ClH:15].[C:1]([N:4]1[CH2:9][CH2:8][CH:7]([CH2:10][C:11]([OH:13])=[O:12])[CH2:6][CH2:5]1)(=[NH:2])[NH2:3] |f:3.4|. Reported procedure: 11.5 g of 1-amidino-4-piperidineacetic acid prepared in Example 54 was dissolved in 100 ml of a 1 N hydrochloric acid solution, and the solution was treated with activated charcoal and concentrated. Acetone was added to the residue to obtain 12.7 g (yield: 92%) of 1-amidino-4-piperidineacetic acid hydrochloride as colorless prisms having a melting point of 213° to 215.5° C. Reactants: COC(=O)CCNc1cccc(-c2cc(Cc3cnc(N)nc3N)cc(OC)c2OC)c1, CO, [K+], [OH-]. The product is COc1cc(Cc2cnc(N)nc2N)cc(-c2cccc(NCCC(=O)O)c2)c1OC. Reaction SMILES: [CH3:1][O:2][C:3](=[O:4])[CH2:5][CH2:6][NH:7][c:8]1[cH:9][c:10](-[c:14]2[cH:15][c:16]([CH2:24][c:25]3[c:26]([NH2:32])[n:27][c:28]([NH2:31])[n:29][cH:30]3)[cH:17][c:18]([O:22][CH3:23])[c:19]2[O:20][CH3:21])[cH:11][cH:12][cH:13]1.[CH3:35][OH:36].[K+:34].[OH-:33]>>[O:2]=[C:3]([OH:4])[CH2:5][CH2:6][NH:7][c:8]1[cH:9][c:10](-[c:14]2[cH:15][c:16]([CH2:24][c:25]3[c:26]([NH2:32])[n:27][c:28]([NH2:31])[n:29][cH:30]3)[cH:17][c:18]([O:22][CH3:23])[c:19]2[O:20][CH3:21])[cH:11][cH:12][cH:13]1. Starting materials: ClC=1C=C(C=C(C1)Cl)S(=O)(=O)NC=1C=C2C=CNC2=CC1 (3,5-dichloro-N-(1H-indol-5-yl)-phenylsulphonamide), C=1C=CC(=CC1)NC(=O)NC=2C=CC=CC2 (diphenylurea). Product: C1(=CC=CC=C1)NC(=O)N1C=CC2=CC(=CC=C12)NS(=O)(=O)C1=CC(=CC(=C1)Cl)Cl (5-(3,5-dichloro-phenylsulphonylamino)-indole-1-carboxylic acid-phenylamide). RXN SMILES: [Cl:1][C:2]1[CH:3]=[C:4]([S:9]([NH:12][C:13]2[CH:14]=[C:15]3[C:19](=[CH:20][CH:21]=2)[NH:18][CH:17]=[CH:16]3)(=[O:11])=[O:10])[CH:5]=[C:6]([Cl:8])[CH:7]=1.[CH:22]1[CH:23]=[CH:24][C:25]([NH:28][C:29](NC2C=CC=CC=2)=[O:30])=[CH:26][CH:27]=1>>[C:25]1([NH:28][C:29]([N:18]2[C:19]3[C:15](=[CH:14][C:13]([NH:12][S:9]([C:4]4[CH:3]=[C:2]([Cl:1])[CH:7]=[C:6]([Cl:8])[CH:5]=4)(=[O:11])=[O:10])=[CH:21][CH:20]=3)[CH:16]=[CH:17]2)=[O:30])[CH:26]=[CH:27][CH:22]=[CH:23][CH:24]=1. Procedure: Yield: 124 mg (the product also contains 3,5-dichloro-N-(1H-indol-5-yl)-phenylsulphonamide and diphenylurea)